From a dataset of the Open Reaction Database (ORD), a public repository of structured organic reaction records. describe an organic reaction: reactants, conditions, products, and yield Procedure: Into a 1-liter reaction flask were introduced 25 g (0.126 mol) of phenothiazine, 50.0 g (0.757 mol) of 85% KOH, 4.3 g (0.013 mol) of tetra-n-butylammonium hydrogensulfate, 28.0 g (0.203 mol) of potassium carbonate, and 500 ml of toluene. Thereto was gradually added 39.0 g (0.250 mol) of ethyl iodide. The mixture was reacted at 60° to 70° C. for 5 hours and then filtered. The filtrate was washed twice with water, dried with magnesium sulfate, and then concentrated. As a result, 28.7 g of a crude ... Reaction SMILES: [CH:1]1[C:14]2[NH:13][C:12]3[C:7](=[CH:8][CH:9]=[CH:10][CH:11]=3)[S:6][C:5]=2[CH:4]=[CH:3][CH:2]=1.[OH-].[K+].C(=O)([O-])[O-].[K+].[K+].[CH2:23](I)[CH3:24]>S([O-])(O)(=O)=O.C([N+](CCCC)(CCCC)CCCC)CCC.C1(C)C=CC=CC=1>[CH2:23]([N:13]1[C:14]2[CH:1]=[CH:2][CH:3]=[CH:4][C:5]=2[S:6][C:7]2[C:12]1=[CH:11][CH:10]=[CH:9][CH:8]=2)[CH3:24] |f:1.2,3.4.5,7.8|. Product: C(C)N1C2=CC=CC=C2SC=2C=CC=CC12 (10-Ethylphenothiazine). The reactants are C(C)I (ethyl iodide), C1=CC=CC=2SC3=CC=CC=C3NC12 (phenothiazine), [OH-].[K+] (KOH), C([O-])([O-])=O.[K+].[K+] (potassium carbonate). Yield: 83.8%. Run in C1(=CC=CC=C1)C (toluene). The reagents and catalysts are S(=O)(=O)(O)[O-].C(CCC)[N+](CCCC)(CCCC)CCCC (tetra-n-butylammonium hydrogensulfate). Reactants: CCOC(C)=O, FC(F)(F)c1cccc(N=C=S)c1, Cc1cccc(N)c1CN. Yields the product Cc1cccc2c1CNC(Nc1cccc(C(F)(F)F)c1)=N2. As a reaction SMILES: [CH3:24][CH2:25][O:26][C:27](=[O:28])[CH3:29].[F:1][C:2]([c:3]1[cH:4][c:5]([N:9]=[C:10]=[S:11])[cH:6][cH:7][cH:8]1)([F:12])[F:13].[NH2:14][CH2:15][c:16]1[c:17]([NH2:23])[cH:18][cH:19][cH:20][c:21]1[CH3:22]>>[F:1][C:2]([c:3]1[cH:4][c:5]([NH:9][C:10]2=[N:23][c:17]3[c:16]([c:21]([CH3:22])[cH:20][cH:19][cH:18]3)[CH2:15][NH:14]2)[cH:6][cH:7][cH:8]1)([F:12])[F:13]. Solvent: C(Cl)Cl (CH2Cl2), C(Cl)Cl (CH2Cl2), C(Cl)Cl (CH2Cl2). Product: C(#N)C=1C=C(C(=O)NC=2C(=CC(=CC2)O[Si](C(C)(C)C)(C)C)NC(C2=CC=C(C=C2)C(C)C)=O)C=CC1 (N1-(3-cyanobenzoyl)-N2-(4-isopropylbenzoyl)-4-(dimethyl-t-butylsiloxy)-1,2-benzenediamine). Yield: 82.7%. RXN SMILES: [C:1]([C:3]1[CH:4]=[C:5]([CH:24]=[CH:25][CH:26]=1)[C:6]([NH:8][C:9]1[C:10]([NH2:23])=[CH:11][C:12]([O:15][Si:16]([CH3:22])([CH3:21])[C:17]([CH3:20])([CH3:19])[CH3:18])=[CH:13][CH:14]=1)=[O:7])#[N:2].N1C=CC=CC=1.[CH:33]([C:36]1[CH:44]=[CH:43][C:39]([C:40](Cl)=[O:41])=[CH:38][CH:37]=1)([CH3:35])[CH3:34]>C(Cl)Cl>[C:1]([C:3]1[CH:4]=[C:5]([CH:24]=[CH:25][CH:26]=1)[C:6]([NH:8][C:9]1[C:10]([NH:23][C:40](=[O:41])[C:39]2[CH:43]=[CH:44][C:36]([CH:33]([CH3:34])[CH3:35])=[CH:37][CH:38]=2)=[CH:11][C:12]([O:15][Si:16]([CH3:21])([CH3:22])[C:17]([CH3:20])([CH3:19])[CH3:18])=[CH:13][CH:14]=1)=[O:7])#[N:2]. Reactants: C(#N)C=1C=C(C(=O)NC=2C(=CC(=CC2)O[Si](C(C)(C)C)(C)C)N)C=CC1 (N1-(3-cyanobenzoyl)-4-(dimethyl-t-butylsiloxy)-1,2-benzenediamine), N1=CC=CC=C1 (pyridine), C(C)(C)C1=CC=C(C(=O)Cl)C=C1 (4-isopropyl benzoyl chloride). Reported procedure: To a mixture of N1-(3-cyanobenzoyl)-4-(dimethyl-t-butylsiloxy)-1,2-benzenediamine (2.63 g, 7.17 nmmol) and CH2Cl2 (45 mL) at 0° C. was added pyridine (0.65 mL, 8.0 mmol) followed by a solution of the 4-isopropyl benzoyl chloride (10.1 mmol) in CH2Cl2 (90 mL). The reaction was allowed to warm to room temperature and stirred for 10 m. The reaction was diluted with CH2Cl2 (200 mL) and washed with sat. aq. NH4Cl (2×50 mL). The organic layer was MgSO4 dried filtered, and concentrated. The residue was...